This data is from the Open Reaction Database (ORD), a public repository of structured organic reaction records. The task is: describe an organic reaction: reactants, conditions, products, and yield Reactants: C(C=C)OC(C1=CC(=C(C(=C1)OCC=C)Br)OCC=C)=O (3,5-Bis-allyloxy-4-bromo-benzoic acid allyl ester), [H-].[Al+3].[Li+].[H-].[H-].[H-] (lithium aluminum hydride), C(=O)([O-])C(O)C(O)C(=O)[O-].[Na+].[K+] (potassium sodium tartrate). Run in C1CCOC1 (THF). Run at temperature 0 celsius, time 2 hour. The product is C(C=C)OC=1C=C(C=C(C1Br)OCC=C)CO ((3,5-Bis-allyloxy-4-bromo-phenyl)-methanol). The yield is 46.9%. As a reaction SMILES: C([O:4][C:5](=O)[C:6]1[CH:11]=[C:10]([O:12][CH2:13][CH:14]=[CH2:15])[C:9]([Br:16])=[C:8]([O:17][CH2:18][CH:19]=[CH2:20])[CH:7]=1)C=C.[H-].[Al+3].[Li+].[H-].[H-].[H-].C(C(C(C([O-])=O)O)O)([O-])=O.[Na+].[K+]>C1COCC1>[CH2:18]([O:17][C:8]1[CH:7]=[C:6]([CH2:5][OH:4])[CH:11]=[C:10]([O:12][CH2:13][CH:14]=[CH2:15])[C:9]=1[Br:16])[CH:19]=[CH2:20] |f:1.2.3.4.5.6,7.8.9|. Procedure details: To a solution of 16 (30 g, 85 mmol) in THF (600 ml) at 0° C. was added lithium aluminum hydride (1.0M in THF, 175 mL, 2 equiv) dropwise over 45 minutes. The reaction was stirred at 0° C. for 2 hours, after which time saturated aqueous potassium sodium tartrate was added dropwise until bubbling ceased (25 mL, over 45 minutes). To the suspension was added ether (100 mL) and additional saturated aqueous potassium sodium tartrate (30 mL). The suspension was filtered through celite, the THF and ether... The reactants are [Al+3], C1CCOC1, N#Cc1ccc(Cl)cc1OCCN1CCCC1, [H-], [H-], [H-], [H-], [Li+]. The product is NCc1ccc(Cl)cc1OCCN1CCCC1. Reaction SMILES: [Al+3:19].[CH2:24]1[O:25][CH2:26][CH2:27][CH2:28]1.[Cl:1][c:2]1[cH:3][c:4]([O:10][CH2:11][CH2:12][N:13]2[CH2:14][CH2:15][CH2:16][CH2:17]2)[c:5]([C:6]#[N:7])[cH:8][cH:9]1.[H-:18].[H-:21].[H-:22].[H-:23].[Li+:20]>>[Cl:1][c:2]1[cH:3][c:4]([O:10][CH2:11][CH2:12][N:13]2[CH2:14][CH2:15][CH2:16][CH2:17]2)[c:5]([CH2:6][NH2:7])[cH:8][cH:9]1. The reactants are Cc1cc(F)c([N+](=O)[O-])cc1OC(C)C, CN(C)C=O, CCN(C(C)C)C(C)C, CC(C)(C)OC(=O)N1CCC(N)CC1. Yields the product Cc1cc(NC2CCN(C(=O)OC(C)(C)C)CC2)c([N+](=O)[O-])cc1OC(C)C. Reaction SMILES: [CH3:1][CH:2]([CH3:3])[O:4][c:5]1[c:6]([CH3:15])[cH:7][c:8]([F:14])[c:9]([N+:11](=[O:12])[O-:13])[cH:10]1.[CH3:39][N:40]([CH3:41])[CH:42]=[O:43].[CH:30]([N:31]([CH:32]([CH3:33])[CH3:34])[CH2:35][CH3:36])([CH3:37])[CH3:38].[NH2:16][CH:17]1[CH2:18][CH2:19][N:20]([C:23](=[O:24])[O:25][C:26]([CH3:27])([CH3:28])[CH3:29])[CH2:21][CH2:22]1>>[CH3:1][CH:2]([CH3:3])[O:4][c:5]1[c:6]([CH3:15])[cH:7][c:8]([NH:16][CH:17]2[CH2:18][CH2:19][N:20]([C:23](=[O:24])[O:25][C:26]([CH3:27])([CH3:28])[CH3:29])[CH2:21][CH2:22]2)[c:9]([N+:11](=[O:12])[O-:13])[cH:10]1. The reactants are CCOC(=O)c1cnc2c(C(F)(F)F)cccc2c1OS(=O)(=O)C(F)(F)F, [K+], [K+], [K+], C1COCCO1, OB(O)c1ccccc1, O=P([O-])([O-])[O-], c1ccc(P(c2ccccc2)(c2ccccc2)[Pd](P(c2ccccc2)(c2ccccc2)c2ccccc2)(P(c2ccccc2)(c2ccccc2)c2ccccc2)P(c2ccccc2)(c2ccccc2)c2ccccc2)cc1. The product is CCOC(=O)c1cnc2c(C(F)(F)F)cccc2c1-c1ccccc1. RXN SMILES: [F:1][C:2]([c:3]1[cH:4][cH:5][cH:6][c:7]2[c:8]([O:18][S:19]([C:20]([F:21])([F:22])[F:23])(=[O:24])=[O:25])[c:9]([C:13](=[O:14])[O:15][CH2:16][CH3:17])[cH:10][n:11][c:12]12)([F:26])[F:27].[K+:42].[K+:43].[K+:44].[O:122]1[CH2:123][CH2:124][O:125][CH2:126][CH2:127]1.[OH:28][B:29]([OH:30])[c:31]1[cH:32][cH:33][cH:34][cH:35][cH:36]1.[P:37]([O-:38])([O-:39])([O-:40])=[O:41].[cH:45]1[cH:46][cH:47][c:48]([P:49]([Pd:50]([P:51]([c:52]2[cH:53][cH:54][cH:55][cH:56][cH:57]2)([c:58]2[cH:59][cH:60][cH:61][cH:62][cH:63]2)[c:64]2[cH:65][cH:66][cH:67][cH:68][cH:69]2)([P:70]([c:71]2[cH:72][cH:73][cH:74][cH:75][cH:76]2)([c:77]2[cH:78][cH:79][cH:80][cH:81][cH:82]2)[c:83]2[cH:84][cH:85][cH:86][cH:87][cH:88]2)[P:89]([c:90]2[cH:91][cH:92][cH:93][cH:94][cH:95]2)([c:96]2[cH:97][cH:98][cH:99][cH:100][cH:101]2)[c:102]2[cH:103][cH:104][cH:105][cH:106][cH:107]2)([c:108]2[cH:109][cH:110][cH:111][cH:112][cH:113]2)[c:114]2[cH:115][cH:116][cH:117][cH:118][cH:119]2)[cH:120][cH:121]1>>[F:1][C:2]([c:3]1[cH:4][cH:5][cH:6][c:7]2[c:8](-[c:31]3[cH:32][cH:33][cH:34][cH:35][cH:36]3)[c:9]([C:13](=[O:14])[O:15][CH2:16][CH3:17])[cH:10][n:11][c:12]12)([F:26])[F:27]. Procedure: A mixture of 3.5 g (0.012 mole) of ethyl 8-chloro-4,5-dihydro-5-methyl-4-oxopyrano[3,2-b]indole-2-carboxylate in 50 ml glacial acetic acid and 10 ml conc. hydrochloric acid was stirred at reflux for 3 hr, then cooled and added to 500 g ice - H2O. The crude product was filtered, washed with 50% aqueous ethanol, and air dried. A suspension of the product in 75 ml of chloroform was stirred for 90 min at room temperature, then filtered. After recrystallization twice from DMF-water, the final product... Reaction SMILES: [Cl:1][C:2]1[CH:10]=[CH:9][C:8]2[N:7]([CH3:11])[C:6]3[C:12](=[O:21])[CH:13]=[C:14]([C:16]([O:18]CC)=[O:17])[O:15][C:5]=3[C:4]=2[CH:3]=1>C(O)(=O)C.Cl>[Cl:1][C:2]1[CH:10]=[CH:9][C:8]2[N:7]([CH3:11])[C:6]3[C:12](=[O:21])[CH:13]=[C:14]([C:16]([OH:18])=[O:17])[O:15][C:5]=3[C:4]=2[CH:3]=1. Starting materials: ClC1=CC=2C3=C(N(C2C=C1)C)C(C=C(O3)C(=O)OCC)=O (ethyl 8-chloro-4,5-dihydro-5-methyl-4-oxopyrano[3,2-b]indole-2-carboxylate), ice H2O. Yields the product ClC1=CC=2C3=C(N(C2C=C1)C)C(C=C(O3)C(=O)O)=O (8-Chloro-4,5-dihydro-5-methyl-4-oxopyrano[3,2-b]indole-2-carboxylic acid). The solvent is C(C)(=O)O (acetic acid), Cl (hydrochloric acid). The reactants are Br, COc1ccc2c(=O)n(C)c(C(C)(C)C)c(-c3ccccc3)c2c1. Yields the product Cn1c(C(C)(C)C)c(-c2ccccc2)c2cc(O)ccc2c1=O. RXN SMILES: [BrH:25].[C:1]([CH3:2])([CH3:3])([CH3:4])[c:5]1[n:6]([CH3:24])[c:7](=[O:23])[c:8]2[cH:9][cH:10][c:11]([O:21][CH3:22])[cH:12][c:13]2[c:14]1-[c:15]1[cH:16][cH:17][cH:18][cH:19][cH:20]1>>[C:1]([CH3:2])([CH3:3])([CH3:4])[c:5]1[n:6]([CH3:24])[c:7](=[O:23])[c:8]2[cH:9][cH:10][c:11]([OH:21])[cH:12][c:13]2[c:14]1-[c:15]1[cH:16][cH:17][cH:18][cH:19][cH:20]1. Starting materials: CC(C)(C)S(=O)NC1(CCC2(OCCO2)CC1)C=1SC(=CN1)C1=CC(=CC(=C1)NC1=NC=CC(=N1)C(F)(F)F)C (2-methyl-N-{8-[5-(3-methyl-5-{[4-(trifluoromethyl)pyrimidin-2-yl]amino}phenyl)-1,3-thiazol-2-yl]-1,4-dioxaspiro[4.5]dec-8-yl}propane-2-sulfinamide), C(Cl)(Cl)Cl (chloroform), [N-]=[N+]=[N-].[Na+] (sodium azide), CS(=O)(=O)O (methanesulfonic acid). Run in O (water). Run at temperature 65 celsius. Yields the product NC1(CCC(NCC1)=O)C=1SC(=CN1)C1=CC(=CC(=C1)NC1=NC=CC(=N1)C(F)(F)F)C (5-amino-5-[5-(3-methyl-5-{[4-(trifluoromethyl)pyrimidin-2-yl]amino}phenyl)-1,3-thiazol-2-yl]azepan-2-one). Yield: 63.8%. RXN SMILES: CC(S([NH:7][C:8]1([C:18]2[S:19][C:20]([C:23]3[CH:28]=[C:27]([NH:29][C:30]4[N:35]=[C:34]([C:36]([F:39])([F:38])[F:37])[CH:33]=[CH:32][N:31]=4)[CH:26]=[C:25]([CH3:40])[CH:24]=3)=[CH:21][N:22]=2)[CH2:17][CH2:16][C:11]2(OCC[O:12]2)[CH2:10][CH2:9]1)=O)(C)C.C(Cl)(Cl)Cl.[N-:45]=[N+]=[N-].[Na+].CS(O)(=O)=O>O>[NH2:7][C:8]1([C:18]2[S:19][C:20]([C:23]3[CH:28]=[C:27]([NH:29][C:30]4[N:35]=[C:34]([C:36]([F:39])([F:38])[F:37])[CH:33]=[CH:32][N:31]=4)[CH:26]=[C:25]([CH3:40])[CH:24]=3)=[CH:21][N:22]=2)[CH2:17][CH2:16][NH:45][C:11](=[O:12])[CH2:10][CH2:9]1 |f:2.3|. Procedure: To the product of Step 2 (100 mg, 0.13 mmol) was added chloroform (630 μL), sodium azide (24.5 mg, 0.38 mmol), and methanesulfonic acid (98 μL, 1.51 mmol). The mixture was heated to 65° C. for 1.5 h., cooled to room temperature, diluted with water, and extracted with ethyl acetate (2×). The combined organic layers were dried over sodium sulfate, filtered, and concentrated. The residue was purified by reverse phase HPLC (35:65 to 70:30 acetonitrile:water with a 0.1% trifluoroacetic acid modifier)... Reactants: Cc1cc(C)c2cc[nH]c2c1, [H-], CI, [Na+], CN(C)C=O. Yields the product Cc1cc(C)c2ccn(C)c2c1. As a reaction SMILES: [CH3:1][c:2]1[c:3]2[cH:4][cH:5][nH:6][c:7]2[cH:8][c:9]([CH3:11])[cH:10]1.[H-:12].[I:14][CH3:15].[Na+:13].[O:16]=[CH:17][N:18]([CH3:19])[CH3:20]>>[CH3:1][c:2]1[c:3]2[cH:4][cH:5][n:6]([CH3:15])[c:7]2[cH:8][c:9]([CH3:11])[cH:10]1. Starting materials: BrC1=NC=C(C(=C1)[C@H]([C@H](O)C1=C(C=CC(=C1)F)F)NC(OC(C)(C)C)=O)F (tert-butyl (1R,2R)-1-(2-bromo-5-fluoropyridin-4-yl)-2-(2,5-difluorophenyl)-2-hydroxyethylcarbamate), C(=O)(N1C=NC=C1)N1C=NC=C1 (carbonyldiimidazole). Solvent: FC(C(=O)O)(F)F (trifluoroacetic acid), O1CCCC1 (tetrahydrofuran). Run at time 8 hour. The product is BrC1=NC=C(C(=C1)[C@H]1NC(O[C@@H]1C1=C(C=CC(=C1)F)F)=O)F ((4R,5R)-4-(2-bromo-5-fluoropyridin-4-yl)-5-(2,5-difluorophenyl)oxazolidin-2-one). Reaction SMILES: [Br:1][C:2]1[CH:7]=[C:6]([C@@H:8]([NH:19][C:20](=[O:26])[O:21]C(C)(C)C)[C@@H:9]([C:11]2[CH:16]=[C:15]([F:17])[CH:14]=[CH:13][C:12]=2[F:18])O)[C:5]([F:27])=[CH:4][N:3]=1.C(N1C=CN=C1)(N1C=CN=C1)=O>FC(F)(F)C(O)=O.O1CCCC1>[Br:1][C:2]1[CH:7]=[C:6]([C@@H:8]2[C@@H:9]([C:11]3[CH:16]=[C:15]([F:17])[CH:14]=[CH:13][C:12]=3[F:18])[O:21][C:20](=[O:26])[NH:19]2)[C:5]([F:27])=[CH:4][N:3]=1. Procedure: Optically-enriched tert-butyl (1R,2R)-1-(2-bromo-5-fluoropyridin-4-yl)-2-(2,5-difluorophenyl)-2-hydroxyethylcarbamate (253 mg, 0.283 mmol) was dissolved in trifluoroacetic acid (10% in dichloromethane, 10 mL) and stirred at room temperature overnight. In the morning, the reaction was concentrated and loaded onto a strong cation exchange cartridge. The cartridge was flushed with several volumes of methanol which were discarded. The crude aminoalcohol was eluted with 2M ammonia in methanol and con... The reactants are FC1=C(C(=O)N2[C@@H](CCC2)C(=O)OC)C(=CC=C1[N+](=O)[O-])F (methyl (S)-1-(2,6-difluoro-3-nitrobenzoyl)pyrrolidine-2-carboxylate). Product: NC=1C(=C(C(=O)N2[C@@H](CCC2)C(=O)OC)C(=CC1)F)F (Methyl (S)-1-(3-amino-2,6-difluorobenzoyl)pyrrolidine-2-carboxylate). The reagents and catalysts are [Pd] (palladium on carbon). Procedure: 0.71 g (28% by weight) of palladium on carbon at 10% was added to a solution of 2.52 g of methyl (S)-1-(2,6-difluoro-3-nitrobenzoyl)pyrrolidine-2-carboxylate under nitrogen. The reaction medium was stirred under a hydrogen atmosphere for 2 hours. The reaction medium was filtered through celite and concentrated. The residue was used as it is in the next step. Reaction conditions: time 2 hour. RXN SMILES: [F:1][C:2]1[C:18]([N+:19]([O-])=O)=[CH:17][CH:16]=[C:15]([F:22])[C:3]=1[C:4]([N:6]1[CH2:10][CH2:9][CH2:8][C@H:7]1[C:11]([O:13][CH3:14])=[O:12])=[O:5]>[Pd]>[NH2:19][C:18]1[C:2]([F:1])=[C:3]([C:15]([F:22])=[CH:16][CH:17]=1)[C:4]([N:6]1[CH2:10][CH2:9][CH2:8][C@H:7]1[C:11]([O:13][CH3:14])=[O:12])=[O:5].